The task is: describe an organic reaction: reactants, conditions, products, and yield. This data is from the Open Reaction Database (ORD), a public repository of structured organic reaction records. The reactants are NC=1C=CC(=C(C1)[C@]1(N=C(OCC1(F)F)N)C)Cl ((R)-4-(5-amino-2-chloro-phenyl)-5,5-difluoro-4-methyl-5,6-dihydro-4H-[1,3]oxazin-2-ylamine), ClC=1C=CC(=NC1)C(=O)O (5-chloro-pyridine-2-carboxylic acid). The product is NC=1OCC([C@@](N1)(C)C=1C=C(C=CC1Cl)NC(=O)C1=NC=C(C=C1)Cl)(F)F (5-Chloro-pyridine-2-carboxylic acid [3-((R)-2-amino-5,5-difluoro-4-methyl-5,6-dihydro-4H-[1,3]oxazin-4-yl)-4-chloro-phenyl]-amide). As a reaction SMILES: [NH2:1][C:2]1[CH:3]=[CH:4][C:5]([Cl:18])=[C:6]([C@:8]2([CH3:17])[C:13]([F:15])([F:14])[CH2:12][O:11][C:10]([NH2:16])=[N:9]2)[CH:7]=1.[Cl:19][C:20]1[CH:21]=[CH:22][C:23]([C:26](O)=[O:27])=[N:24][CH:25]=1>>[NH2:16][C:10]1[O:11][CH2:12][C:13]([F:14])([F:15])[C@:8]([C:6]2[CH:7]=[C:2]([NH:1][C:26]([C:23]3[CH:22]=[CH:21][C:20]([Cl:19])=[CH:25][N:24]=3)=[O:27])[CH:3]=[CH:4][C:5]=2[Cl:18])([CH3:17])[N:9]=1. Reported procedure: The condensation of (R)-4-(5-amino-2-chloro-phenyl)-5,5-difluoro-4-methyl-5,6-dihydro-4H-[1,3]oxazin-2-ylamine (intermediate XI-3) and 5-chloro-pyridine-2-carboxylic acid following procedure I yielded the title compound as an off-white solid. MS (ISP): m/z=415.2 [M+H]+, 417.1 [M+2+H]+. Reactants: C(CCC)OC(=O)N1CCN(CC1)C([C@H](CCCO[Si](C1=CC=CC=C1)(C1=CC=CC=C1)C(C)(C)C)NC(=O)C1=NN(C(=C1)OCC(=O)N1[C@@H](CCC1)C(NC1CCC1)=O)C1=CC=CC=C1)=O (4-[(S)-2-({5-[2-((S)-2-Cyclobutylcarbamoyl-pyrrolidin-1-yl)-2-oxo-ethoxy]-1-phenyl-1H-pyrazole-3-carbonyl}-amino)-5-(tert-butyl-diphenyl-silanyloxy)-pentanoyl]-piperazine-1-carboxylic acid butyl ester), CCCC[N+](CCCC)(CCCC)CCCC.[F-] (TBAF). The solvent is C1CCOC1 (THF). Reaction conditions: time 12 hour. Product: C(CCC)OC(=O)N1CCN(CC1)C([C@H](CCCO)NC(=O)C1=NN(C(=C1)OCC(=O)N1[C@@H](CCC1)C(NC1CCC1)=O)C1=CC=CC=C1)=O (4-[(S)-2-({5-[2-((S)-2-Cyclobutylcarbamoyl-pyrrolidin-1-yl)-2-oxo-ethoxy]-1-phenyl-1H-pyrazole-3-carbonyl}-amino)-5-hydroxy-pentanoyl]-piperazine-1-carboxylic acid butyl ester). As a reaction SMILES: [CH2:1]([O:5][C:6]([N:8]1[CH2:13][CH2:12][N:11]([C:14](=[O:67])[C@@H:15]([NH:37][C:38]([C:40]2[CH:44]=[C:43]([O:45][CH2:46][C:47]([N:49]3[CH2:53][CH2:52][CH2:51][C@H:50]3[C:54](=[O:60])[NH:55][CH:56]3[CH2:59][CH2:58][CH2:57]3)=[O:48])[N:42]([C:61]3[CH:66]=[CH:65][CH:64]=[CH:63][CH:62]=3)[N:41]=2)=[O:39])[CH2:16][CH2:17][CH2:18][O:19][Si](C(C)(C)C)(C2C=CC=CC=2)C2C=CC=CC=2)[CH2:10][CH2:9]1)=[O:7])[CH2:2][CH2:3][CH3:4].CCCC[N+](CCCC)(CCCC)CCCC.[F-]>C1COCC1>[CH2:1]([O:5][C:6]([N:8]1[CH2:13][CH2:12][N:11]([C:14](=[O:67])[C@@H:15]([NH:37][C:38]([C:40]2[CH:44]=[C:43]([O:45][CH2:46][C:47]([N:49]3[CH2:53][CH2:52][CH2:51][C@H:50]3[C:54](=[O:60])[NH:55][CH:56]3[CH2:59][CH2:58][CH2:57]3)=[O:48])[N:42]([C:61]3[CH:66]=[CH:65][CH:64]=[CH:63][CH:62]=3)[N:41]=2)=[O:39])[CH2:16][CH2:17][CH2:18][OH:19])[CH2:10][CH2:9]1)=[O:7])[CH2:2][CH2:3][CH3:4] |f:1.2|. Procedure details: To solution of 400 mg 4-[(S)-2-({5-[2-((S)-2-Cyclobutylcarbamoyl-pyrrolidin-1-yl)-2-oxo-ethoxy]-1-phenyl-1H-pyrazole-3-carbonyl}-amino)-5-(tert-butyl-diphenyl-silanyloxy)-pentanoyl]-piperazine-1-carboxylic acid butyl ester in 40 ml THF were added 0.6 ml TBAF (1 M in THF) and the solution was stirred for 12 h. The reaction mixture was concentrated, the residue dissolved in dichloromethane and extracted with water (3×). The organic layer was evaporated and the residue purified by preparative HPLC ... Reactants: CCOC(=O)C(=O)OCC, CC(=O)c1cc(C(C)C)c(OCc2ccccc2)cc1OCc1ccccc1, CC[O-], CCO, [Na+], [Na]. Product: CCOC(=O)C(O)=CC(=O)c1cc(C(C)C)c(OCc2ccccc2)cc1OCc1ccccc1. Reaction SMILES: [C:34]([C:35](=[O:36])[O:37][CH2:38][CH3:39])(=[O:40])[O:41][CH2:42][CH3:43].[CH2:6]([c:7]1[cH:8][cH:9][cH:10][cH:11][cH:12]1)[O:13][c:14]1[c:15]([C:31]([CH3:32])=[O:33])[cH:16][c:17]([CH:28]([CH3:29])[CH3:30])[c:18]([O:20][CH2:21][c:22]2[cH:23][cH:24][cH:25][cH:26][cH:27]2)[cH:19]1.[CH3:3][CH2:4][O-:5].[CH3:44][CH2:45][OH:46].[Na+:2].[Na:1]>>[CH2:6]([c:7]1[cH:8][cH:9][cH:10][cH:11][cH:12]1)[O:13][c:14]1[c:15]([C:31]([CH:32]=[C:34]([C:35](=[O:36])[O:37][CH2:38][CH3:39])[OH:40])=[O:33])[cH:16][c:17]([CH:28]([CH3:29])[CH3:30])[c:18]([O:20][CH2:21][c:22]2[cH:23][cH:24][cH:25][cH:26][cH:27]2)[cH:19]1. Starting materials: CN(CC(=O)C1=CC=CC=C1)C1=CC=CC=C1 (2-(methylphenylamino)-1-phenylethanone), C(CCC)[Li] (n-butyl lithium), C(CC(=O)C)(=O)OC (methyl acetoacetate), [H-].[Na+] (NaH), Cl (HCl). Run in C(C)(=O)O (acetic acid), O1CCCC1 (tetrahydrofuran), CCCCCC (hexane). Product: OC1=CC(OC(C1)(C1=CC=CC=C1)CN(C1=CC=CC=C1)C)=O (5,6-Dihydro-4-hydroxy-6-[(methylphenylamino)methyl]-6-phenyl-2H-pyran-2-one), solid. RXN SMILES: [C:1](OC)(=[O:6])[CH2:2][C:3]([CH3:5])=[O:4].[H-].[Na+].C([Li])CCC.[CH3:16][N:17]([C:27]1[CH:32]=[CH:31][CH:30]=[CH:29][CH:28]=1)[CH2:18][C:19]([C:21]1[CH:26]=[CH:25][CH:24]=[CH:23][CH:22]=1)=[O:20].Cl>CCCCCC.C(O)(=O)C.O1CCCC1>[OH:4][C:3]1[CH2:5][C:19]([CH2:18][N:17]([CH3:16])[C:27]2[CH:32]=[CH:31][CH:30]=[CH:29][CH:28]=2)([C:21]2[CH:26]=[CH:25][CH:24]=[CH:23][CH:22]=2)[O:20][C:1](=[O:6])[CH:2]=1 |f:1.2|. Procedure details: The title compound was prepared as described in General Method 1 using 6.7 mmol of methyl acetoacetate, 7.3 mmol of NaH 60% dispersion in oil, 7.0 mmol of 1.6M n-butyl lithium in hexane, 6.7 mmol of 2-(methylphenylamino)-1-phenylethanone and 40 mL of tetrahydrofuran. The reaction mixture was acidified to pH 7 with conc. HCl and then taken to pH 3 with acetic acid. The product was flash chromatographed using CH2 Cl2 /MeOH (99/1) to give a solid (m.p. 152°-153° C.). 1H NMR (CDCl3) δ 2.9 (d, 1 H), ...